From a dataset of the Open Reaction Database (ORD), a public repository of structured organic reaction records. describe an organic reaction: reactants, conditions, products, and yield The reactants are ClC=1N=C(C2=C(N1)C=C(S2)CN2CCN(CC2)S(=O)(=O)C)N2CCOCC2 (2-Chloro-6-(4-methanesulfonyl-piperazin-1-ylmethyl)-4-morpholin-4-yl-thieno[3,2-d]pyrimidine), C(=O)C1=CC=C(O1)B(O)O (5-formyl-2-furanboronic acid). The product is CS(=O)(=O)N1CCN(CC1)CC1=CC=2N=C(N=C(C2S1)N1CCOCC1)C1=CC=C(O1)C=O (5-[6-(4-methanesulfonyl-piperazin-1-ylmethyl)-4-morpholin-4-yl-thieno[3,2-d]pyrimidin-2-yl]-furan-2-carbaldehyde). RXN SMILES: Cl[C:2]1[N:3]=[C:4]([N:22]2[CH2:27][CH2:26][O:25][CH2:24][CH2:23]2)[C:5]2[S:10][C:9]([CH2:11][N:12]3[CH2:17][CH2:16][N:15]([S:18]([CH3:21])(=[O:20])=[O:19])[CH2:14][CH2:13]3)=[CH:8][C:6]=2[N:7]=1.[CH:28]([C:30]1[O:34][C:33](B(O)O)=[CH:32][CH:31]=1)=[O:29]>>[CH3:21][S:18]([N:15]1[CH2:16][CH2:17][N:12]([CH2:11][C:9]2[S:10][C:5]3[C:4]([N:22]4[CH2:27][CH2:26][O:25][CH2:24][CH2:23]4)=[N:3][C:2]([C:33]4[O:34][C:30]([CH:28]=[O:29])=[CH:31][CH:32]=4)=[N:7][C:6]=3[CH:8]=2)[CH2:13][CH2:14]1)(=[O:20])=[O:19]. Reported procedure: 2-Chloro-6-(4-methanesulfonyl-piperazin-1-ylmethyl)-4-morpholin-4-yl-thieno[3,2-d]pyrimidine, prepared via General Procedure B-3, was reacted with 5-formyl-2-furanboronic acid in General Procedure A. Purification on silica yielded 5-[6-(4-methanesulfonyl-piperazin-1-ylmethyl)-4-morpholin-4-yl-thieno[3,2-d]pyrimidin-2-yl]-furan-2-carbaldehyde. Reactants: O (water), Cl.NO (hydroxylamine hydrochloride), C(C)(=O)[O-].[K+] (potassium acetate), C(=O)C1=NC=NC=C1C(C(C)C)N(C(CC1=CC=CC=C1)=O)C (N-(1-(4-formylpyrimidin-5-yl)-2-methylpropyl]-N-methylphenylacetamide). Solvent: CO (methanol). Yields the product ON=CC1=NC=NC=C1C(C(C)C)N(C(CC1=CC=CC=C1)=O)C (N-[1-(4-hydroxyiminomethylpyrimidin-5-yl)-2-methylpropyl]-N-methylphenylacetamide). The yield is 43.1%. As a reaction SMILES: [CH:1]([C:3]1[C:8]([CH:9]([N:13]([CH3:23])[C:14](=[O:22])[CH2:15][C:16]2[CH:21]=[CH:20][CH:19]=[CH:18][CH:17]=2)[CH:10]([CH3:12])[CH3:11])=[CH:7][N:6]=[CH:5][N:4]=1)=O.Cl.[NH2:25][OH:26].C([O-])(=O)C.[K+].O>CO>[OH:26][N:25]=[CH:1][C:3]1[C:8]([CH:9]([N:13]([CH3:23])[C:14](=[O:22])[CH2:15][C:16]2[CH:21]=[CH:20][CH:19]=[CH:18][CH:17]=2)[CH:10]([CH3:12])[CH3:11])=[CH:7][N:6]=[CH:5][N:4]=1 |f:1.2,3.4|. Reported procedure: 1.0 g (3.2 mmol) of N-(1-(4-formylpyrimidin-5-yl)-2-methylpropyl]-N-methylphenylacetamide was dissolved in 30 ml of methanol, and 0.45 g (6.5 mmol) of hydroxylamine hydrochloride and 0.63 g (6.4 mmol) of potassium acetate were added and reacted at room temperature for 1 hour. After completion of the reaction, the product was poured into water and extracted with ethyl acetate. The organic layer was washed with an aqueous sodium hydrogencarbonate solution, an aqueous citric acid solution, water an...